Dataset: the Open Reaction Database (ORD), a public repository of structured organic reaction records. Task: describe an organic reaction: reactants, conditions, products, and yield Starting materials: [N+](=O)([O-])C=1C=C(C=CC1)SCl (m-nitrobenzenesulfenyl chloride), C(=C)S(=O)(=O)C1=CC(=CC=C1)[N+](=O)[O-] (m-nitrophenyl vinyl sulfone), C(Cl)(Cl)(Cl)Cl (carbon tetrachloride). The product is [N+](=O)([O-])C=1C=C(C=CC1)SC(CCl)S(=O)(=O)C1=CC(=CC=C1)[N+](=O)[O-] (2-CHLORO-1-(m-NITROPHENYLSULFONYL)ETHYL m-NITROPHENYL SULFIDE). Yield: 36.0%. RXN SMILES: [N+:1]([C:4]1[CH:5]=[C:6]([S:10]Cl)[CH:7]=[CH:8][CH:9]=1)([O-:3])=[O:2].[CH:12]([S:14]([C:17]1[CH:22]=[CH:21][CH:20]=[C:19]([N+:23]([O-:25])=[O:24])[CH:18]=1)(=[O:16])=[O:15])=[CH2:13].C(Cl)(Cl)(Cl)[Cl:27]>>[N+:1]([C:4]1[CH:5]=[C:6]([S:10][CH:12]([S:14]([C:17]2[CH:22]=[CH:21][CH:20]=[C:19]([N+:23]([O-:25])=[O:24])[CH:18]=2)(=[O:15])=[O:16])[CH2:13][Cl:27])[CH:7]=[CH:8][CH:9]=1)([O-:3])=[O:2]. Procedure details: To a solution of 0.161 mole of m-nitrobenzenesulfenyl chloride in enough carbon tetrachloride to make 265 ml was added 34.1 g (0.160 mole) of m-nitrophenyl vinyl sulfone. The reaction mixture was allowed to stand at room temperature in a closed flask for several weeks. Evaporation of the solvent under reduced pressure gave 44 g (68%) of crude product m.p. 98°-110°. Recrystallization from 120 ml of toluene gave 23 g (36%) of pure product, m.p. 105.0°-106.5°.